Dataset: the Open Reaction Database (ORD), a public repository of structured organic reaction records. Task: describe an organic reaction: reactants, conditions, products, and yield Starting materials: CC(C)(C)O, CNC, CC(C)(C)[O-], CO, [K+], COC(=O)c1c([N+](=O)[O-])cccc1S(=O)(=O)NCCO. Yields the product CN(C)C(=O)c1c([N+](=O)[O-])cccc1S(=O)(=O)NCCO. Reaction SMILES: [C:32]([OH:33])([CH3:34])([CH3:35])[CH3:36].[CH3:21][NH:22][CH3:23].[CH3:24][C:25]([CH3:26])([O-:27])[CH3:28].[CH3:30][OH:31].[K+:29].[OH:1][CH2:2][CH2:3][NH:4][S:5](=[O:6])(=[O:7])[c:8]1[c:9]([C:10]([O:12][CH3:11])=[O:13])[c:14]([N+:18](=[O:19])[O-:20])[cH:15][cH:16][cH:17]1>>[OH:1][CH2:2][CH2:3][NH:4][S:5](=[O:6])(=[O:7])[c:8]1[c:9]([C:10](=[O:12])[N:22]([CH3:21])[CH3:23])[c:14]([N+:18](=[O:19])[O-:20])[cH:15][cH:16][cH:17]1. The reactants are CNc1ccccc1, CCO, CCOC=Nc1ccc(C(=O)OC)c(O)c1. The product is COC(=O)c1ccc(N=CN(C)c2ccccc2)cc1O. Reaction SMILES: [CH3:17][NH:18][c:19]1[cH:20][cH:21][cH:22][cH:23][cH:24]1.[CH3:25][CH2:26][OH:27].[OH:1][c:2]1[cH:3][c:4]([N:12]=[CH:13][O:14][CH2:15][CH3:16])[cH:5][cH:6][c:7]1[C:8](=[O:9])[O:10][CH3:11]>>[OH:1][c:2]1[cH:3][c:4]([N:12]=[CH:13][N:18]([CH3:17])[c:19]2[cH:20][cH:21][cH:22][cH:23][cH:24]2)[cH:5][cH:6][c:7]1[C:8](=[O:9])[O:10][CH3:11]. Starting materials: ClC1=C(C=C(C(=C1)NC1CCNCC1)C#N)NC1=NN2C(C(=N1)NC1CC1)=NC=C2C#N (2-((2-chloro-5-cyano-4-(piperidin-4-ylamino)phenyl)amino)-4-(cyclopropylamino)imidazo[2,1-f][1,2,4]triazine-7-carbonitrile), O1CC(C1)=O (oxetan-3-one), COC(OC)OC (trimethylorthoformate), C(C)(=O)O (acetic acid), C(#N)[BH3-].[Na+] (Sodium cyanoborohydride). The yield is 32.2%. The solvent is CO (MeOH), C(Cl)Cl (DCM). Product: ClC1=C(C=C(C(=C1)NC1CCN(CC1)C1COC1)C#N)NC1=NN2C(C(=N1)NC1CC1)=NC=C2C#N (2-((2-chloro-5-cyano-4-((1-(oxetan-3-yl)piperidin-4-yl)amino)phenyl)amino)-4-(cyclopropylamino)imidazo[2,1-f][1,2,4]triazine-7-carbonitrile). Reaction conditions: time 15 minute. As a reaction SMILES: [Cl:1][C:2]1[CH:7]=[C:6]([NH:8][CH:9]2[CH2:14][CH2:13][NH:12][CH2:11][CH2:10]2)[C:5]([C:15]#[N:16])=[CH:4][C:3]=1[NH:17][C:18]1[N:23]=[C:22]([NH:24][CH:25]2[CH2:27][CH2:26]2)[C:21]2=[N:28][CH:29]=[C:30]([C:31]#[N:32])[N:20]2[N:19]=1.[O:33]1[CH2:36][C:35](=O)[CH2:34]1.COC(OC)OC.C(O)(=O)C.C([BH3-])#N.[Na+]>CO.C(Cl)Cl>[Cl:1][C:2]1[CH:7]=[C:6]([NH:8][CH:9]2[CH2:14][CH2:13][N:12]([CH:35]3[CH2:36][O:33][CH2:34]3)[CH2:11][CH2:10]2)[C:5]([C:15]#[N:16])=[CH:4][C:3]=1[NH:17][C:18]1[N:23]=[C:22]([NH:24][CH:25]2[CH2:26][CH2:27]2)[C:21]2=[N:28][CH:29]=[C:30]([C:31]#[N:32])[N:20]2[N:19]=1 |f:4.5|. Reported procedure: A suspension of 2-((2-chloro-5-cyano-4-(piperidin-4-ylamino)phenyl)amino)-4-(cyclopropylamino)imidazo[2,1-f][1,2,4]triazine-7-carbonitrile (Example 410) (36 mg, 0.080 mmol), oxetan-3-one (116 mg, 1.604 mmol), trimethylorthoformate (0.443 mL, 4.01 mmol), and acetic acid (0.046 mL, 0.802 mmol) in a mixture of MeOH (0.5 mL) and DCM (0.5 mL) was stirred at room temperature for 15 min. Sodium cyanoborohydride (1M in THF, 0.802 mL, 0.802 mmol) was added and the reaction was left stirring for 9 hrs. It... The product is CC(C)(C#CC=O)O[Si](C)(C)C. Reaction SMILES: [CH2:11]([Li:12])[CH2:13][CH2:14][CH3:15].[CH2:27]1[O:28][CH2:29][CH2:30][CH2:31]1.[CH2:32]1[CH2:33][CH2:34][CH2:35][CH2:36][CH2:37]1.[CH3:1][C:2]([C:3]#[CH:4])([CH3:5])[O:6][Si:7]([CH3:8])([CH3:9])[CH3:10].[K+:26].[O:16]=[CH:17][N:18]([CH3:19])[CH3:20].[P:21]([O-:22])([OH:23])([OH:24])=[O:25]>>[CH3:1][C:2]([C:3]#[C:4][CH:17]=[O:16])([CH3:5])[O:6][Si:7]([CH3:8])([CH3:9])[CH3:10]. Reactants: [Li]CCCC, C1CCOC1, C1CCCCC1, C#CC(C)(C)O[Si](C)(C)C, [K+], CN(C)C=O, O=P([O-])(O)O. Reactants: C=CC#N, CCO, C1CCC(C2CCNCC2)CC1. Product: N#CCCN1CCC(C2CCCCC2)CC1. As a reaction SMILES: [CH2:1]=[CH:2][C:3]#[N:4].[CH3:17][CH2:18][OH:19].[CH:5]1([CH:11]2[CH2:12][CH2:13][NH:14][CH2:15][CH2:16]2)[CH2:6][CH2:7][CH2:8][CH2:9][CH2:10]1>>[CH2:1]([CH2:2][C:3]#[N:4])[N:14]1[CH2:13][CH2:12][CH:11]([CH:5]2[CH2:6][CH2:7][CH2:8][CH2:9][CH2:10]2)[CH2:16][CH2:15]1. Starting materials: C1(=CC=CC=C1)C1=NCC=2N(C3=C1C=C(C=C3)Cl)C(=NN2)CO (6-phenyl-8-chloro-4H-s-triazolo[4,3-a][1,4]benzodiazepine-1-methanol), C1(CCCCC1)N=C=NC1CCCCC1 (dicyclohexyl-carbodiimide), P(O)(O)(O)=O (phosphoric acid), C1(=CC=C(C=C1)S(=O)(=O)O)C (p-toluenesulphonic acid). Solvent: CS(=O)C (dimethylsulphoxide), C(C)O (ethanol), C(Cl)Cl (Methylene chloride). Yields the product C(C)OC(C1=NN=C2N1C1=C(C(=NC2)C2=CC=CC=C2)C=C(C=C1)Cl)OCC (6-phenyl-8-chloro-4H-s-triazolo[4,3-a][1,4]benzodiazepine-1-carboxaldehyde-diethylacetal). As a reaction SMILES: [C:1]1([C:7]2[C:13]3[CH:14]=[C:15]([Cl:18])[CH:16]=[CH:17][C:12]=3[N:11]3[C:19]([CH2:22][OH:23])=[N:20][N:21]=[C:10]3[CH2:9][N:8]=2)[CH:6]=[CH:5][CH:4]=[CH:3][CH:2]=1.C1(N=C=N[CH:33]2[CH2:38]CCCC2)CCCCC1.P(=O)(O)(O)[OH:40].[C:44]1(C)C=CC(S(O)(=O)=O)=C[CH:45]=1>C(O)C.C(Cl)Cl.CS(C)=O>[CH2:44]([O:23][CH:22]([O:40][CH2:38][CH3:33])[C:19]1[N:11]2[C:12]3[CH:17]=[CH:16][C:15]([Cl:18])=[CH:14][C:13]=3[C:7]([C:1]3[CH:2]=[CH:3][CH:4]=[CH:5][CH:6]=3)=[N:8][CH2:9][C:10]2=[N:21][N:20]=1)[CH3:45]. Reported procedure: A mixture of 300 mg of 6-phenyl-8-chloro-4H-s-triazolo[4,3-a][1,4]benzodiazepine-1-methanol, 0.57 g of dicyclohexyl-carbodiimide, 45 mg of phosphoric acid and 3 ml of abs. dimethylsulphoxide is stirred for 6 days at 25° and for a further 2 days at 70°-80°. Methylene chloride is then added, the organic phase washed with water and saturated sodium chloride solution, dried over magnesium sulphate and concentrated by evarporation. Crude 6-phenyl-8-chloro-4H-s-triazolo[4,3-a][1,4]benzodiazepine-1-car...